Task: describe an organic reaction: reactants, conditions, products, and yield. Dataset: the Open Reaction Database (ORD), a public repository of structured organic reaction records The reactants are COC(=O)C1(C)Cc2ccccc2C1, CO, Cl, [Li+], C1CCOC1, [OH-], O, O. Product: CC1(C(=O)O)Cc2ccccc2C1. As a reaction SMILES: [CH3:1][C:2]1([C:11](=[O:12])[O:13][CH3:14])[CH2:3][c:4]2[cH:5][cH:6][cH:7][cH:8][c:9]2[CH2:10]1.[CH3:25][OH:26].[ClH:18].[Li+:17].[O:19]1[CH2:20][CH2:21][CH2:22][CH2:23]1.[OH-:16].[OH2:15].[OH2:24]>>[CH3:1][C:2]1([C:11](=[O:12])[OH:13])[CH2:3][c:4]2[cH:5][cH:6][cH:7][cH:8][c:9]2[CH2:10]1. The reactants are ClC=1C=CC(=C(C(=O)OC)C1)C (methyl 5-chloro-2-methylbenzoate), BrN1C(CCC1=O)=O (N-bromosuccinimide), C(C1=CC=CC=C1)(=O)OOC(C1=CC=CC=C1)=O (benzoyl peroxide), C(Cl)(Cl)(Cl)Cl (carbon tetrachloride). The solvent is ClCCl (dichloromethane). Run at temperature 80 celsius, time 16 hour. Product: BrCC1=C(C(=O)OC)C=C(C=C1)Cl (Methyl 2-(bromomethyl)-5-chlorobenzoate). Yield: 25.2%. Reaction SMILES: [Cl:1][C:2]1[CH:3]=[CH:4][C:5]([CH3:12])=[C:6]([CH:11]=1)[C:7]([O:9][CH3:10])=[O:8].[Br:13]N1C(=O)CCC1=O.C(OOC(=O)C1C=CC=CC=1)(=O)C1C=CC=CC=1.C(Cl)(Cl)(Cl)Cl>ClCCl>[Br:13][CH2:12][C:5]1[CH:4]=[CH:3][C:2]([Cl:1])=[CH:11][C:6]=1[C:7]([O:9][CH3:10])=[O:8]. Procedure: A mixture of methyl 5-chloro-2-methylbenzoate (3.13 g, 17.0 mmol), N-bromosuccinimide (3.17 g, 17.8 mmol), benzoyl peroxide (0.41 g, 1.70 mmol), and carbon tetrachloride (80 mL) was stirred at 80° C. for 16 h. After cooling to room temperature, the mixture was diluted with dichloromethane (200 mL) and washed with saturated sodium hydrogen carbonate aqueous (150 mL), and brine (150 mL). The organic layer was dried over magnesium sulfate, and concentrated under reduced pressure. The residue was pu... Starting materials: O=C([O-])[O-], CCCn1ccnc1CCl, Cl, [K+], [K+], CN(C)C=O, O, O=[N+]([O-])c1ccc(S)nc1. Product: CCCn1ccnc1CSc1ccc([N+](=O)[O-])cn1. Reaction SMILES: [C:11](=[O:12])([O-:13])[O-:14].[Cl:18][CH2:19][c:20]1[n:21]([CH2:25][CH2:26][CH3:27])[cH:22][cH:23][n:24]1.[ClH:17].[K+:15].[K+:16].[O:29]=[CH:30][N:31]([CH3:32])[CH3:33].[OH2:28].[SH:1][c:2]1[n:3][cH:4][c:5]([N+:8](=[O:9])[O-:10])[cH:6][cH:7]1>>[S:1]([c:2]1[n:3][cH:4][c:5]([N+:8](=[O:9])[O-:10])[cH:6][cH:7]1)[CH2:19][c:20]1[n:21]([CH2:25][CH2:26][CH3:27])[cH:22][cH:23][n:24]1. Reactants: C(C)(=O)OCC (ethyl acetate), O (water), FC1=CC=C(C=C1)C(C(=O)NN)(CCO)OC (2-(4-fluorophenyl)-4-hydroxy-2-methoxybutyric acid hydrazide), Cl.Cl.COC=1C=C(C=CC1N1C=NC(=C1)C)/C=C/C(OCC)=N (ethyl(E)-3-[3-methoxy-4-(4-methyl-1H-imidazol-1-yl)phenyl]acrylimidate dihydrochloride), TEA. Run in C(C)O (ethanol), C(C)O (ethanol). Conditions: temperature 75 celsius, time 2 day. The product is FC1=CC=C(C=C1)C(CCO)(C=1NN=C(N1)\C=C\C1=CC(=C(C=C1)N1C=NC(=C1)C)OC)OC (3-(4-fluorophenyl)-3-methoxy-3-(5-{(E)-2-[3-methoxy-4-(4-methyl-1H-imidazol-1-yl)phenyl]vinyl}-2H-[1,2,4]triazol-3-yl)propan-1-ol). The yield is 49.7%. As a reaction SMILES: [F:1][C:2]1[CH:7]=[CH:6][C:5]([C:8]([O:16][CH3:17])([CH2:13][CH2:14][OH:15])[C:9]([NH:11][NH2:12])=O)=[CH:4][CH:3]=1.Cl.Cl.[CH3:20][O:21][C:22]1[CH:23]=[C:24](/[CH:34]=[CH:35]/[C:36](=[NH:40])OCC)[CH:25]=[CH:26][C:27]=1[N:28]1[CH:32]=[C:31]([CH3:33])[N:30]=[CH:29]1.C(OCC)(=O)C.O>C(O)C>[F:1][C:2]1[CH:7]=[CH:6][C:5]([C:8]([O:16][CH3:17])([C:9]2[NH:11][N:12]=[C:36](/[CH:35]=[CH:34]/[C:24]3[CH:25]=[CH:26][C:27]([N:28]4[CH:32]=[C:31]([CH3:33])[N:30]=[CH:29]4)=[C:22]([O:21][CH3:20])[CH:23]=3)[N:40]=2)[CH2:13][CH2:14][OH:15])=[CH:4][CH:3]=1 |f:1.2.3|. Reported procedure: A solution of 2-(4-fluorophenyl)-4-hydroxy-2-methoxybutyric acid hydrazide (40 mg) in ethanol (1.6 mL) was added to a solution of ethyl(E)-3-[3-methoxy-4-(4-methyl-1H-imidazol-1-yl)phenyl]acrylimidate dihydrochloride (65 mg) and TEA (0.12 mL) in ethanol (0.7 mL), and the reaction solution was stirred at 75° C. for two days. The reaction solution was left to cool to room temperature. Then, ethyl acetate and water were added to the reaction solution, and the organic layer was separated. The organi... Reported procedure: To a solution of the product from step 1 (520 mg, 0.73 mmol) in tetrahydrofuran (10 mL) at 5° C. was added ammonium hydroxyde (30%, 2 mL) and the reaction was stirred at 5° C. for 40 minutes. The mixture was diluted with ethyl ether, washed with saturated sodium bicarbonate, dried (magnesium sulfate), and evaporated to provide the title compound (490 mg) containing p-nitrophenol (˜10%). 1H NMR (DMSO-d6): δ 0.93 (3H, s), 0.96 (3H, s), 1.2 (9H, s), 1.6 (2H, t), 2.45 (1H, dd), 2.78 (1H, d), 2.85-2.... The solvent is C(C)OCC (ethyl ether), O1CCCC1 (tetrahydrofuran). Reaction conditions: temperature 5 celsius, time 40 minute. Reaction SMILES: [CH2:1]([C@H:8]([NH:43][C:44](=[O:50])[O:45][C:46]([CH3:49])([CH3:48])[CH3:47])[C@@H:9]([OH:42])[CH:10]([NH:30][S:31]([C:34]1[CH:39]=[CH:38][C:37]([O:40][CH3:41])=[CH:36][CH:35]=1)(=[O:33])=[O:32])[CH2:11][C:12]([CH3:29])([CH3:28])[CH2:13][CH2:14][O:15][C:16]([O:18]C1C=CC([N+]([O-])=O)=CC=1)=O)[C:2]1[CH:7]=[CH:6][CH:5]=[CH:4][CH:3]=1.[NH4+:51]>O1CCCC1.C(OCC)C>[CH2:1]([C@H:8]([NH:43][C:44](=[O:50])[O:45][C:46]([CH3:48])([CH3:47])[CH3:49])[C@@H:9]([OH:42])[CH:10]([NH:30][S:31]([C:34]1[CH:35]=[CH:36][C:37]([O:40][CH3:41])=[CH:38][CH:39]=1)(=[O:33])=[O:32])[CH2:11][C:12]([CH3:28])([CH3:29])[CH2:13][CH2:14][O:15][C:16](=[O:18])[NH2:51])[C:2]1[CH:3]=[CH:4][CH:5]=[CH:6][CH:7]=1. Yields the product C(C1=CC=CC=C1)[C@@H]([C@H](C(CC(CCOC(N)=O)(C)C)NS(=O)(=O)C1=CC=C(C=C1)OC)O)NC(OC(C)(C)C)=O (ter-Butyl N-((1S,2R)-1-benzyl-3-(4-carbamoyloxy-2,2-dimethylbutyl)[(4-methoxyphenyl)sulfonyl]amino-2-hydroxypropyl)carbamate). Starting materials: C(C1=CC=CC=C1)[C@@H]([C@H](C(CC(CCOC(=O)OC1=CC=C(C=C1)[N+](=O)[O-])(C)C)NS(=O)(=O)C1=CC=C(C=C1)OC)O)NC(OC(C)(C)C)=O (ter-Butyl N-((1S,2R)-1-benzyl-3-(2,2-dimethyl-4-[(4-nitrophenyloxy)carbonyloxy]butyl)[(4-methoxyphenyl)sulfonyl]amino-2-hydroxypropyl)carbamate), [NH4+] (ammonium). Reactants: N1N=CC=C1 (pyrazole), ClC1=CC2=C(N=CN=C2NCCC2=CC3=C(C=C2)OCO3)S1 (6-chloro-4-(3,4-methylenedioxyphenethylamino)-thieno-[2,3-d]-pyrimidine). The product is N1(N=CC=C1)C=1N=C(C2=C(N1)SC=C2)NCCC2=CC1=C(C=C2)OCO1 (2-(pyrazol-1-yl)-4-(3,4-methylenedioxyphenethylamino)-thieno-[2,3-d]-pyrimidine). As a reaction SMILES: [NH:1]1[CH:5]=[CH:4][CH:3]=[N:2]1.Cl[C:7]1[S:27][C:10]2[N:11]=[CH:12][N:13]=[C:14]([NH:15][CH2:16][CH2:17][C:18]3[CH:23]=[CH:22][C:21]4[O:24][CH2:25][O:26][C:20]=4[CH:19]=3)[C:9]=2[CH:8]=1>>[N:1]1([C:12]2[N:13]=[C:14]([NH:15][CH2:16][CH2:17][C:18]3[CH:23]=[CH:22][C:21]4[O:24][CH2:25][O:26][C:20]=4[CH:19]=3)[C:9]3[CH:8]=[CH:7][S:27][C:10]=3[N:11]=2)[CH:5]=[CH:4][CH:3]=[N:2]1. Procedure details: Following the procedure of Example 97, the reaction of pyrazole with 6-chloro-4-(3,4-methylenedioxyphenethylamino)-thieno-[2,3-d]-pyrimidine gives 2-(pyrazol-1-yl)-4-(3,4-methylenedioxyphenethylamino)-thieno-[2,3-d]-pyrimidine.